This data is from the Open Reaction Database (ORD), a public repository of structured organic reaction records. The task is: describe an organic reaction: reactants, conditions, products, and yield Reactants: CNC(OC1=CC(=CC=C1)C(C)C)=O (3-isopropylphenyl methylcarbamate), S(=O)(Cl)Cl (thionyl chloride), Cl (HCl). Reaction conditions: time 1 hour. Yields the product ClS(=O)N(C(OC1=CC(=CC=C1)C(C)C)=O)C (3-isopropylphenyl (chlorosulfinyl)(methyl)carbamate). RXN SMILES: [CH3:1][NH:2][C:3](=[O:14])[O:4][C:5]1[CH:10]=[CH:9][CH:8]=[C:7]([CH:11]([CH3:13])[CH3:12])[CH:6]=1.[S:15](Cl)([Cl:17])=[O:16].Cl>>[Cl:17][S:15]([N:2]([CH3:1])[C:3](=[O:14])[O:4][C:5]1[CH:10]=[CH:9][CH:8]=[C:7]([CH:11]([CH3:12])[CH3:13])[CH:6]=1)=[O:16]. Reported procedure: Four grams 3-isopropylphenyl methylcarbamate were mixed with excess thionyl chloride and heated up to 80° C. until HCl evolution ceased. Excess thionyl chloride was removed by distillation and the residue was subjected to high vacuum (0.1 mm) for 1 hour. NMR of the residue in chloroform-d-TMS gave the following absorptions: δ7.5-6.9 (m, 4H, aromatic protons). δ3.25 (s, 3H, NCH3), δ3.2-2.7 (m, 1H, CH), and δ1.3-1.2 (d, 6H, C(CH3 (2). Reactants: BrCCBr, COC(=O)C(I)=CC1CCCCCC1, CS(=O)(=O)c1ccc(Br)cc1, C[Si](C)(C)Cl, [Cl-], [NH4+], C1CCOC1, [Zn], c1ccc(P(c2ccccc2)c2ccccc2)cc1. Product: COC(=O)C(=CC1CCCCCC1)c1ccc(S(C)(=O)=O)cc1. As a reaction SMILES: [Br:1][CH2:2][CH2:3][Br:4].[CH3:10][O:11][C:12]([C:13](=[CH:14][CH:15]1[CH2:16][CH2:17][CH2:18][CH2:19][CH2:20][CH2:21]1)[I:22])=[O:23].[CH3:43][S:44](=[O:45])(=[O:46])[c:47]1[cH:48][cH:49][c:50]([Br:53])[cH:51][cH:52]1.[CH3:5][Si:6]([Cl:7])([CH3:8])[CH3:9].[Cl-:54].[NH4+:55].[O:56]1[CH2:57][CH2:58][CH2:59][CH2:60]1.[Zn:61].[c:24]1([P:25]([c:26]2[cH:27][cH:28][cH:29][cH:30][cH:31]2)[c:32]2[cH:33][cH:34][cH:35][cH:36][cH:37]2)[cH:38][cH:39][cH:40][cH:41][cH:42]1>>[CH3:10][O:11][C:12]([C:13](=[CH:14][CH:15]1[CH2:16][CH2:17][CH2:18][CH2:19][CH2:20][CH2:21]1)[c:50]1[cH:49][cH:48][c:47]([S:44]([CH3:43])(=[O:45])=[O:46])[cH:52][cH:51]1)=[O:23]. The reactants are F[C@@H]1C[C@H]2[C@@H]3CCC([C@@]3(C)CC=C2[C@]2(CCC(C=C12)=O)C)=O (6β-Fluoroandrost-4,9(11)-diene-3,17-dione). Run in CC(=O)C (acetone). The product is F[C@H]1C[C@H]2[C@@H]3CCC([C@@]3(C)CC=C2[C@]2(CCC(C=C12)=O)C)=O (6α-Fluoroandrost-4,9(11)-diene-3,17-dione). RXN SMILES: [F:1][C@H:2]1[C:19]2[C@:14]([CH3:21])([CH2:15][CH2:16][C:17](=[O:20])[CH:18]=2)[C:13]2[C@H:4]([C@H:5]3[C@@:9]([CH2:11][CH:12]=2)([CH3:10])[C:8](=[O:22])[CH2:7][CH2:6]3)[CH2:3]1>CC(C)=O>[F:1][C@@H:2]1[C:19]2[C@:14]([CH3:21])([CH2:15][CH2:16][C:17](=[O:20])[CH:18]=2)[C:13]2[C@H:4]([C@H:5]3[C@@:9]([CH2:11][CH:12]=2)([CH3:10])[C:8](=[O:22])[CH2:7][CH2:6]3)[CH2:3]1. Reported procedure: 6β-Fluoroandrost-4,9(11)-diene-3,17-dione (IV, Example 9, 10.5 g) is suspended in acetone (50 ml) and stirred at 20°-25°. Anhydrous hydrochloric acid is bubbled through for approximately one min. After stirring at 20°-25° for 5.5 hr the mixture is cooled in an ice bath and filtered using suction filtration. The solids collected by filtration are rinsed with cold acetone to give the title compound. Run at time 16 hour. RXN SMILES: [CH3:1][O:2][C:3]1[CH:8]=[CH:7][C:6]([CH2:9][NH2:10])=[CH:5][CH:4]=1.[C:11]1(=O)[CH2:14][CH2:13][CH2:12]1>C(OCC)C>[C:11]1(=[N:10][CH2:9][C:6]2[CH:7]=[CH:8][C:3]([O:2][CH3:1])=[CH:4][CH:5]=2)[CH2:14][CH2:13][CH2:12]1. Run in C(C)OCC (ethyl ether). Procedure details: A solution of (4-methoxyphenyl)methanamine (9.26 mL, 71.3 mmol) and cyclobutanone (5.35 mL, 71.3 mmol) in anhydrous ethyl ether (70 mL) was treated with activated 4 angstrom molecular sieves (2.5 g). The mixture was stirred vigorously for 16 hours at ambient temperature. The reaction mixture was filtered, and the sieves were washed with ethyl ether. The filtrate was concentrated under reduced pressure with no heat. The title compound was stored under nitrogen and used without further purificatio... Product: C1(CCC1)=NCC1=CC=C(C=C1)OC (N-cyclobutylidene-1-(4-methoxyphenyl)methanamine). Reactants: COC1=CC=C(C=C1)CN ((4-methoxyphenyl)methanamine), C1(CCC1)=O (cyclobutanone).